From a dataset of the Open Reaction Database (ORD), a public repository of structured organic reaction records. describe an organic reaction: reactants, conditions, products, and yield Reactants: COC=1C=C2CCN3C(C2=CC1B1OC(C(O1)(C)C)(C)C)=CN=C3 (8-methoxy-9-(4,4,5,5-tetramethyl-1,3,2-dioxaborolan-2-yl)-5,6-dihydroimidazo[5,1-a]isoquinoline), ClC1=CC=C(N=N1)N(C1CC(NC(C1)(C)C)(C)C)C (6-chloro-N-methyl-N-(2,2,6,6-tetramethylpiperidin-4-yl)pyridazin-3-amine), ClC1=CC=C(N=N1)N(C1CC(NC(C1)(C)C)(C)C)C (6-chloro-N-methyl-N-(2,2,6,6-tetramethylpiperidin-4-yl)pyridazin-3-amine). Product: COC=1C=C2CCN3C(C2=CC1C1=CC=C(N=N1)N(C1CC(NC(C1)(C)C)(C)C)C)=CN=C3 (6-(8-methoxy-5,6-dihydroimidazo[5,1-a]isoquinolin-9-yl)-N-methyl-N-(2,2,6,6-tetramethylpiperidin-4-yl)pyridazin-3-amine). Yield: 98.0%. As a reaction SMILES: [CH3:1][O:2][C:3]1[CH:4]=[C:5]2[C:10](=[CH:11][C:12]=1B1OC(C)(C)C(C)(C)O1)[C:9]1=[CH:22][N:23]=[CH:24][N:8]1[CH2:7][CH2:6]2.Cl[C:26]1[N:31]=[N:30][C:29]([N:32]([CH3:43])[CH:33]2[CH2:38][C:37]([CH3:40])([CH3:39])[NH:36][C:35]([CH3:42])([CH3:41])[CH2:34]2)=[CH:28][CH:27]=1>>[CH3:1][O:2][C:3]1[CH:4]=[C:5]2[C:10](=[CH:11][C:12]=1[C:26]1[N:31]=[N:30][C:29]([N:32]([CH3:43])[CH:33]3[CH2:38][C:37]([CH3:39])([CH3:40])[NH:36][C:35]([CH3:42])([CH3:41])[CH2:34]3)=[CH:28][CH:27]=1)[C:9]1=[CH:22][N:23]=[CH:24][N:8]1[CH2:7][CH2:6]2. Procedure details: Following standard GENERAL METHOD 1-4 for Suzuki coupling using 8-methoxy-9-(4,4,5,5-tetramethyl-1,3,2-dioxaborolan-2-yl)-5,6-dihydroimidazo[5,1-a]isoquinoline (104 mg, 0.32 mmol) and 6-chloro-N-methyl-N-(2,2,6,6-tetramethylpiperidin-4-yl)pyridazin-3-amine (Intermediate 1-1, 90 mg, 0.32 mmol), afforded 6-(8-methoxy-5,6-dihydroimidazo[5,1-a]isoquinolin-9-yl)-N-methyl-N-(2,2,6,6-tetramethylpiperidin-4-yl)pyridazin-3-amine (140 mg) MS [M+H+]=447.6.